From a dataset of the Open Reaction Database (ORD), a public repository of structured organic reaction records. describe an organic reaction: reactants, conditions, products, and yield The reactants are CC(C)CN1CC(c2ccccc2F)CC(N(C(=O)[O-])C(C)(C)C)C1=O, CCOC(C)=O, Cl. The product is Cl, CC(C)CN1CC(c2ccccc2F)CC(N)C1=O. RXN SMILES: [C:1]([N:5]([C:2](=[O:3])[O-:4])[CH:9]1[C:10](=[O:26])[N:11]([CH2:22][CH:23]([CH3:24])[CH3:25])[CH2:12][CH:13]([c:15]2[c:16]([F:21])[cH:17][cH:18][cH:19][cH:20]2)[CH2:14]1)([CH3:6])([CH3:7])[CH3:8].[CH3:28][CH2:29][O:30][C:31](=[O:32])[CH3:33].[ClH:27]>>[ClH:27].[NH2:5][CH:9]1[C:10](=[O:26])[N:11]([CH2:22][CH:23]([CH3:24])[CH3:25])[CH2:12][CH:13]([c:15]2[c:16]([F:21])[cH:17][cH:18][cH:19][cH:20]2)[CH2:14]1. Reactants: solution, Cl (HCl), CCOCC (Et2O), O1C[C@@H](CC1)OC(NC[C@H]1CN(CCC1)C1=NC(=NC2=CC(=CC=C12)C)C1=C(C=CC=C1)O)=O ((R)-Tetrahydrofuran-3-yl((S)-1-(2-(2-hydroxyphenyl)-7-methylquinazolin-4-yl)piperidin-3-yl)methylcarbamate), CCOCC (Et2O). Run in C(Cl)Cl (CH2Cl2). Run at time 30 minute. The product is Cl.O1C[C@@H](CC1)N(C(O)=O)C[C@@H]1CN(CCC1)C1=NC(=NC2=CC(=CC=C12)C)C1=C(C=CC=C1)O ((R)-tetrahydrofuran-3-yl((S)-1-(2-(2-hydroxyphenyl)-7-methylquinazolin-4-yl)piperidin-3-yl)methylcarbamate hydrochloride). Yield: 70.0%. As a reaction SMILES: O1CC[C@@H]([O:6][C:7](=[O:34])[NH:8][CH2:9][C@@H:10]2[CH2:15][CH2:14][CH2:13][N:12]([C:16]3[C:25]4[C:20](=[CH:21][C:22]([CH3:26])=[CH:23][CH:24]=4)[N:19]=[C:18]([C:27]4[CH:32]=[CH:31][CH:30]=[CH:29][C:28]=4[OH:33])[N:17]=3)[CH2:11]2)C1.[ClH:35].[CH3:36][CH2:37][O:38][CH2:39][CH3:40]>C(Cl)Cl>[ClH:35].[O:38]1[CH2:39][CH2:40][C@@H:36]([N:8]([CH2:9][C@H:10]2[CH2:15][CH2:14][CH2:13][N:12]([C:16]3[C:25]4[C:20](=[CH:21][C:22]([CH3:26])=[CH:23][CH:24]=4)[N:19]=[C:18]([C:27]4[CH:32]=[CH:31][CH:30]=[CH:29][C:28]=4[OH:33])[N:17]=3)[CH2:11]2)[C:7](=[O:34])[OH:6])[CH2:37]1 |f:4.5|. Procedure details: (R)-Tetrahydrofuran-3-yl((S)-1-(2-(2-hydroxyphenyl)-7-methylquinazolin-4-yl)piperidin-3-yl)methylcarbamate (116 mg, 0.251 mmol) was suspended in 8 mL anhydrous CH2Cl2 and gently heated until an homogenous solution was formed. After the reaction was cooled to room temperature, a 2.0 M solution of HCl in Et2O (0.126 mL, 0.251 mmol) was added in one portion. The reaction mixture was diluted with 25 mL Et2O, and the product precipitated from solution. The reaction was stirred for an additional 30 mi... Starting materials: COC(C1=C(C(=CC=C1)CBr)N(C)S(=O)(=O)C1=CC=C(C=C1)OC)=O (3-Bromomethyl-2-[(4-methoxybenzenesulfonyl)-methylamino]-benzoic acid methyl ester), CN1CCNCC1 (N-methylpiperazine). The product is COC(C1=C(C(=CC=C1)CN1CCN(CC1)C)N(C)S(=O)(=O)C1=CC=C(C=C1)OC)=O (2-[(4-methoxybenzenesulfonyl)-methylamino]-3-(4-methylpiperazin-1-ylmethyl)-benzoic acid methyl ester). Isolated yield 70.4%. RXN SMILES: [CH3:1][O:2][C:3](=[O:25])[C:4]1[CH:9]=[CH:8][CH:7]=[C:6]([CH2:10]Br)[C:5]=1[N:12]([S:14]([C:17]1[CH:22]=[CH:21][C:20]([O:23][CH3:24])=[CH:19][CH:18]=1)(=[O:16])=[O:15])[CH3:13].[CH3:26][N:27]1[CH2:32][CH2:31][NH:30][CH2:29][CH2:28]1>>[CH3:1][O:2][C:3](=[O:25])[C:4]1[CH:9]=[CH:8][CH:7]=[C:6]([CH2:10][N:30]2[CH2:31][CH2:32][N:27]([CH3:26])[CH2:28][CH2:29]2)[C:5]=1[N:12]([S:14]([C:17]1[CH:22]=[CH:21][C:20]([O:23][CH3:24])=[CH:19][CH:18]=1)(=[O:16])=[O:15])[CH3:13]. Procedure: In the same manner as described in Example 189, 0.500 g (1.168 mmol) of the product of Example 188 and 0.143 mL (1.285 mmol) of N-methylpiperazine provided 0.368 g (70%) of the desired product as a tan solid. Electrospray Mass Spec: 448.0 (M+H)+ Starting materials: [BH4-], CCc1nc2c(cc1CO)CC1CN(C(=O)OC(C)(C)C)CC(C)N21, CC1CN(C(=O)OC(C)(C)C)CC2Cc3cc(C=O)c(C(F)F)nc3N12, [Na+]. Product: CC1CN(C(=O)OC(C)(C)C)CC2Cc3cc(CO)c(C(F)F)nc3N12. RXN SMILES: [BH4-:52].[C:1]([O:2][C:3]([N:4]1[CH2:5][CH:6]([CH3:7])[N:8]2[CH:9]([CH2:10][c:11]3[c:12]2[n:13][c:14]([CH2:15][CH3:16])[c:17]([CH2:18][OH:19])[cH:20]3)[CH2:21]1)=[O:22])([CH3:23])([CH3:24])[CH3:25].[C:26]([CH3:27])([CH3:28])([CH3:29])[O:30][C:31](=[O:32])[N:33]1[CH2:34][CH:35]2[CH2:36][c:37]3[cH:38][c:39]([CH:50]=[O:51])[c:40]([CH:47]([F:48])[F:49])[n:41][c:42]3[N:43]2[CH:44]([CH3:46])[CH2:45]1.[Na+:53]>>[C:26]([CH3:27])([CH3:28])([CH3:29])[O:30][C:31](=[O:32])[N:33]1[CH2:34][CH:35]2[CH2:36][c:37]3[cH:38][c:39]([CH2:50][OH:51])[c:40]([CH:47]([F:48])[F:49])[n:41][c:42]3[N:43]2[CH:44]([CH3:46])[CH2:45]1.